From a dataset of the Open Reaction Database (ORD), a public repository of structured organic reaction records. describe an organic reaction: reactants, conditions, products, and yield Run at time 2.5 hour. Product: C(#N)C=1C=C(C(=O)NC=2C(=CC(=CC2)CC(=O)O)NC(C2=CC=C(C=C2)C(C)C)=O)C=CC1 (N1-(3-cyanobenzoyl)-N2-(4-isopropylbenzoyl)-4-(carboxymethyl)-1,2-benzenediamine). Reaction SMILES: [C:1]([C:3]1[CH:4]=[C:5]([CH:33]=[CH:34][CH:35]=1)[C:6]([NH:8][C:9]1[C:10]([NH:21][C:22](=[O:32])[C:23]2[CH:28]=[CH:27][C:26]([CH:29]([CH3:31])[CH3:30])=[CH:25][CH:24]=2)=[CH:11][C:12]([CH2:15][C:16]([O:18]CC)=[O:17])=[CH:13][CH:14]=1)=[O:7])#[N:2].[Li+].[OH-]>C1COCC1.CO.CCOCC>[C:1]([C:3]1[CH:4]=[C:5]([CH:33]=[CH:34][CH:35]=1)[C:6]([NH:8][C:9]1[C:10]([NH:21][C:22](=[O:32])[C:23]2[CH:24]=[CH:25][C:26]([CH:29]([CH3:31])[CH3:30])=[CH:27][CH:28]=2)=[CH:11][C:12]([CH2:15][C:16]([OH:18])=[O:17])=[CH:13][CH:14]=1)=[O:7])#[N:2] |f:1.2|. Yield: 99.7%. Solvent: CCOCC (Et2O), C1CCOC1 (THF), CO (MeOH). Procedure details: To a mixture of N1-(3-cyanobenzoyl)-N2-(4-isopropylbenzoyl)-4-(ethoxycarbonyl-methyl)-1,2-benzenediamine (1.41 g, 3.00 mmol) in THF (30 mL) and MeOH (10 mL) was added 1 M LiOH (10 mL) and stirred for 2.5 h. The reaction was diluted with Et2O (300 mL) and washed with 1N HCl (40 mL) and H2O (40 mL). The organic layer was concentrated to give the title compound as a pale yellow solid (1.32 g, quant.); IR(KBr): 1326, 1515, 1625, 1672, 3326 cm−1; NMR(300 MHz, DMSO-d6): 1.19 (d, 6H, J=6.9 Hz); 2.97 (m... Reactants: C(#N)C=1C=C(C(=O)NC=2C(=CC(=CC2)CC(=O)OCC)NC(C2=CC=C(C=C2)C(C)C)=O)C=CC1 (N1-(3-cyanobenzoyl)-N2-(4-isopropylbenzoyl)-4-(ethoxycarbonyl-methyl)-1,2-benzenediamine), [Li+].[OH-] (LiOH). The reactants are 3A, C(C)I (ethyl iodide), [H-].[Na+] (sodium hydride), C(C)(=O)OCC (ethyl acetate), [N+](=O)([O-])C=1C=C(C(=O)C=2NC=CC2)C=CC1 (2-(3'-nitrobenzoyl)pyrrole). The solvent is CN(C=O)C (dimethylformamide), CN(C=O)C (dimethylformamide), CN(C=O)C (dimethylformamide). Yields the product C(C)N1C(=CC=C1)C(C1=CC(=CC=C1)[N+](=O)[O-])=O (1-ethyl-2-(3'-nitrobenzoyl)pyrrole). Yield: 78.5%. As a reaction SMILES: [H-].[Na+].[N+:3]([C:6]1[CH:7]=[C:8]([CH:16]=[CH:17][CH:18]=1)[C:9]([C:11]1[NH:12][CH:13]=[CH:14][CH:15]=1)=[O:10])([O-:5])=[O:4].[CH2:19](I)[CH3:20].C(OCC)(=O)C>CN(C)C=O>[CH2:19]([N:12]1[CH:13]=[CH:14][CH:15]=[C:11]1[C:9](=[O:10])[C:8]1[CH:16]=[CH:17][CH:18]=[C:6]([N+:3]([O-:5])=[O:4])[CH:7]=1)[CH3:20] |f:0.1|. Reported procedure: 3.2 g (130 mmol) of 50% sodium hydride were suspended, under nitrogen atmosphere, in 100 ml of anhydrous dimethylformamide. A solution of 12 g (55 mmol) of 2-(3'-nitrobenzoyl)pyrrole, prepared, for example, as described in Preparation 3A, in 50 ml of dimethylformamide was added thereto, at room temperature and under stirring. The resulting mixture was stirred for an additional hour and then treated dropwise with a solution of 11.2 ml (70 mmol) of ethyl iodide in 30 ml of dry dimethylformamide. T... Reactants: C(C1=CC=CC=C1)C=1C=NC2=C(C=CC=C2C1C=1C=C(C=CC1)N)C(F)(F)F ({3-[3-benzyl-8-(trifluoromethyl)quinolin-4-yl]phenyl}amine), C(C)OC(=O)CCC1=CC=C(C=C1)B(O)O ([4(2-ethoxycarbonylethyl)phenyl]boronic acid), [OH-].[Na+] (NaOH). The product is C(C1=CC=CC=C1)C=1C=NC2=C(C=CC=C2C1C=1C=C(C=CC1)NC1=CC=C(C=C1)CCC(=O)O)C(F)(F)F (3-[4-({3-[3-BENZYL-8-(TRIFLUOROMETHYL)QUINOLIN-4-YL]PHENYL}AMINO)PHENYL]PROPANOIC ACID). Reaction SMILES: [CH2:1]([C:8]1[CH:9]=[N:10][C:11]2[C:16]([C:17]=1[C:18]1[CH:19]=[C:20]([NH2:24])[CH:21]=[CH:22][CH:23]=1)=[CH:15][CH:14]=[CH:13][C:12]=2[C:25]([F:28])([F:27])[F:26])[C:2]1[CH:7]=[CH:6][CH:5]=[CH:4][CH:3]=1.C([O:31][C:32]([CH2:34][CH2:35][C:36]1[CH:41]=[CH:40][C:39](B(O)O)=[CH:38][CH:37]=1)=[O:33])C.[OH-].[Na+]>>[CH2:1]([C:8]1[CH:9]=[N:10][C:11]2[C:16]([C:17]=1[C:18]1[CH:19]=[C:20]([NH:24][C:39]3[CH:40]=[CH:41][C:36]([CH2:35][CH2:34][C:32]([OH:33])=[O:31])=[CH:37][CH:38]=3)[CH:21]=[CH:22][CH:23]=1)=[CH:15][CH:14]=[CH:13][C:12]=2[C:25]([F:28])([F:26])[F:27])[C:2]1[CH:3]=[CH:4][CH:5]=[CH:6][CH:7]=1 |f:2.3|. Procedure: The title compound was prepared from {3-[3-benzyl-8-(trifluoromethyl)quinolin-4-yl]phenyl}amine and [4(2-ethoxycarbonylethyl)phenyl]boronic acid using the procedure of example 110 followed by hydrolysis with NaOH; MS (ESI) m/z 527([M+H]+). The reactants are FC(C=1C=C(CN(C=2N=NN(N2)C)[C@@H]2C3=C(N(CCC2)CC2CCNCC2)C=C(C(=C3)C)C(F)(F)F)C=C(C1)C(F)(F)F)(F)F ((S)-(3,5-Bis-trifluoromethyl-benzyl)-(7-methyl-1-piperidin-4-ylmethyl-8-trifluoromethyl-2,3,4,5-tetrahydro-1H-benzo[b]azepin-5-yl)-(2-methyl-2H-tetrazol-5-yl)-amine), C(C)OC(CBr)=O (bromo-acetic acid ethyl ester), C([O-])([O-])=O.[Cs+].[Cs+] (cesium carbonate), O (water). Run in CN(C)C=O (DMF). Conditions: temperature 50 celsius. The product is C(C)OC(CN1CCC(CC1)CN1C2=C([C@H](CCC1)N(C=1N=NN(N1)C)CC1=CC(=CC(=C1)C(F)(F)F)C(F)(F)F)C=C(C(=C2)C(F)(F)F)C)=O ((S)-(4-{5-[(3,5-Bis-trifluoromethyl-benzyl)-(2-methyl-2H-tetrazol-5-yl)-amino]-7-methyl-8-trifluoromethyl-2,3,4,5-tetrahydro-benzo[b]azepin-1-ylmethyl}-piperidin-1-yl)-acetic acid ethyl ester). Reaction SMILES: [F:1][C:2]([F:45])([F:44])[C:3]1[CH:4]=[C:5]([CH:37]=[C:38]([C:40]([F:43])([F:42])[F:41])[CH:39]=1)[CH2:6][N:7]([C@H:14]1[CH2:20][CH2:19][CH2:18][N:17]([CH2:21][CH:22]2[CH2:27][CH2:26][NH:25][CH2:24][CH2:23]2)[C:16]2[CH:28]=[C:29]([C:33]([F:36])([F:35])[F:34])[C:30]([CH3:32])=[CH:31][C:15]1=2)[C:8]1[N:9]=[N:10][N:11]([CH3:13])[N:12]=1.[CH2:46]([O:48][C:49](=[O:52])[CH2:50]Br)[CH3:47].C(=O)([O-])[O-].[Cs+].[Cs+].O>CN(C=O)C>[CH2:46]([O:48][C:49](=[O:52])[CH2:50][N:25]1[CH2:24][CH2:23][CH:22]([CH2:21][N:17]2[CH2:18][CH2:19][CH2:20][C@H:14]([N:7]([CH2:6][C:5]3[CH:4]=[C:3]([C:2]([F:1])([F:44])[F:45])[CH:39]=[C:38]([C:40]([F:41])([F:42])[F:43])[CH:37]=3)[C:8]3[N:9]=[N:10][N:11]([CH3:13])[N:12]=3)[C:15]3[CH:31]=[C:30]([CH3:32])[C:29]([C:33]([F:34])([F:35])[F:36])=[CH:28][C:16]2=3)[CH2:27][CH2:26]1)[CH3:47] |f:2.3.4|. Procedure details: To a solution of (S)-(3,5-Bis-trifluoromethyl-benzyl)-(7-methyl-1-piperidin-4-ylmethyl-8-trifluoromethyl-2,3,4,5-tetrahydro-1H-benzo[b]azepin-5-yl)-(2-methyl-2H-tetrazol-5-yl)-amine (Example 120) (0.18 mmol) in DMF (3 mL), add bromo-acetic acid ethyl ester (0.54 mmol) and cesium carbonate (0.90 mmol). After heating the mixture at 50° C. for 30 minutes, cool to room temperature and dilute the reaction with water (15 mL) and extract with ethyl acetate (3×10 mL). Dry the combined organic phases ove... The reactants are C1CCOC1, O=C(CCCCC#Cc1cccc(Cl)c1)c1ncc(-c2ccccn2)o1. Product: O=C(CCCCCCc1cccc(Cl)c1)c1ncc(-c2ccccn2)o1. As a reaction SMILES: [CH2:27]1[O:28][CH2:29][CH2:30][CH2:31]1.[O:1]=[C:2]([CH2:3][CH2:4][CH2:5][CH2:6][C:7]#[C:8][c:9]1[cH:10][c:11]([Cl:15])[cH:12][cH:13][cH:14]1)[c:16]1[o:17][c:18](-[c:21]2[n:22][cH:23][cH:24][cH:25][cH:26]2)[cH:19][n:20]1>>[O:1]=[C:2]([CH2:3][CH2:4][CH2:5][CH2:6][CH2:7][CH2:8][c:9]1[cH:10][c:11]([Cl:15])[cH:12][cH:13][cH:14]1)[c:16]1[o:17][c:18](-[c:21]2[n:22][cH:23][cH:24][cH:25][cH:26]2)[cH:19][n:20]1. Product: FC1=CC=C(C(=C1)C1=C(C=CC(=C1)[N+](=O)[O-])F)C#N (5,2′-difluoro-5′-nitrobiphenyl-2-carbonitrile). RXN SMILES: Br[C:2]1[CH:9]=[C:8]([F:10])[CH:7]=[CH:6][C:3]=1[C:4]#[N:5].[F:11][C:12]1[CH:17]=[CH:16][C:15]([N+:18]([O-:20])=[O:19])=[CH:14][C:13]=1B1OC(C)(C)C(C)(C)O1>>[F:10][C:8]1[CH:9]=[C:2]([C:13]2[CH:14]=[C:15]([N+:18]([O-:20])=[O:19])[CH:16]=[CH:17][C:12]=2[F:11])[C:3]([C:4]#[N:5])=[CH:6][CH:7]=1. Procedure: 2-Bromo-4-fluorobenzonitrile was coupled to 2-(2-fluoro-5-nitrophenyl)-4,4,5,5-tetramethyl-[1,3,2]dioxaborolane as described in Example 7 part c) to give 5,2′-difluoro-5′-nitrobiphenyl-2-carbonitrile as a black solid: δH (360 MHz, CDCl3) 7.25-7.33 (2H, m), 7.40-7.44 (1H, m), 7.86 (1H, dd, J 9 and 6), 8.35-8.42 (2H, m). The reactants are BrC1=C(C#N)C=CC(=C1)F (2-Bromo-4-fluorobenzonitrile), FC1=C(C=C(C=C1)[N+](=O)[O-])B1OC(C(O1)(C)C)(C)C (2-(2-fluoro-5-nitrophenyl)-4,4,5,5-tetramethyl-[1,3,2]dioxaborolane). The reactants are [Al+3], [Cl-], [Cl-], [Cl-], CC(C)c1ccccc1OC(=O)Cl. Product: CC(C)c1ccccc1Cl. As a reaction SMILES: [Al+3:2].[Cl-:1].[Cl-:3].[Cl-:4].[Cl:5][C:6]([O:7][c:9]1[c:10]([CH:15]([CH3:16])[CH3:17])[cH:11][cH:12][cH:13][cH:14]1)=[O:8]>>[Cl:1][c:9]1[c:10]([CH:15]([CH3:16])[CH3:17])[cH:11][cH:12][cH:13][cH:14]1.